Task: describe an organic reaction: reactants, conditions, products, and yield. Dataset: the Open Reaction Database (ORD), a public repository of structured organic reaction records The reactants are O1CCOCC1 (1,4-dioxane), BrC1=C/C(/OC1(C)C)=C/1\C(NC2=CC(=C(C=C12)F)F)=O ((3E)-3-(4-bromo-5,5-dimethylfuran-2(5H)-ylidene)-5,6-difluoro-1,3-dihydro-2H-indol-2-one), FC1=CC=C(C=N1)B(O)O (6-fluoropyridin-3-ylboronic acid), C(=O)([O-])[O-].[Na+].[Na+] (Na2CO3). The reagents and catalysts are Cl[Pd]([P](C1=CC=CC=C1)(C2=CC=CC=C2)C3=CC=CC=C3)([P](C4=CC=CC=C4)(C5=CC=CC=C5)C6=CC=CC=C6)Cl (PdCl2(PPh3)2). Run in O (water). Conditions: temperature 78 celsius. Yields the product FC=1C=C2\C(\C(NC2=CC1F)=O)=C\1/OC(C(=C1)C=1C=NC(=CC1)F)(C)C ((3E)-5,6-difluoro-3-[4-(6-fluoropyridin-3-yl)-5,5-dimethylfuran-2(5H)-ylidene]-1,3-dihydro-2H-indol-2-one). The yield is 38.1%. Reaction SMILES: O1CCOCC1.Br[C:8]1[C:12]([CH3:14])([CH3:13])[O:11]/[C:10](=[C:15]2/[C:16](=[O:26])[NH:17][C:18]3[C:23]/2=[CH:22][C:21]([F:24])=[C:20]([F:25])[CH:19]=3)/[CH:9]=1.[F:27][C:28]1[N:33]=[CH:32][C:31](B(O)O)=[CH:30][CH:29]=1.C([O-])([O-])=O.[Na+].[Na+]>Cl[Pd](Cl)([P](C1C=CC=CC=1)(C1C=CC=CC=1)C1C=CC=CC=1)[P](C1C=CC=CC=1)(C1C=CC=CC=1)C1C=CC=CC=1.O>[F:24][C:21]1[CH:22]=[C:23]2[C:18](=[CH:19][C:20]=1[F:25])[NH:17][C:16](=[O:26])/[C:15]/2=[C:10]1/[O:11][C:12]([CH3:14])([CH3:13])[C:8]([C:31]2[CH:32]=[N:33][C:28]([F:27])=[CH:29][CH:30]=2)=[CH:9]/1 |f:3.4.5,^1:45,64|. Reported procedure: To 10 mL of 1,4-dioxane were added (3E)-3-(4-bromo-5,5-dimethylfuran-2(5H)-ylidene)-5,6-difluoro-1,3-dihydro-2H-indol-2-one (150 mg, 0.44 mmol), 6-fluoropyridin-3-ylboronic acid (74 mg, 0.53 mmol), PdCl2(PPh3)2 (22 mg, 0.031 mmol), 2M Na2CO3 aqueous solution (0.6 mL, 1.2 mmol). The mixture was heated at 78° C. under N2 for 3 hours, cooled to room temperature and poured into 100 mL of water. The precipitates were filtered, washed with water and dried to give the crude product. Purification of the... Starting materials: CCCCOC(=O)C=C (N-butyl acrylate), C1(=CC=CC=C1)C (toluene), C(C(=C)C)(=O)OCC1CO1 (glycidyl methacrylate), C(CCCCCCCCCCC)S (lauryl mercaptan). Run in C1(=CC=CC=C1)C.C(C)O (toluene ethanol). The product is C(C(=C)C)(=O)OCC1CO1.C(C=C)(=O)OCCCC (glycidyl methacrylate n-butyl acrylate). Reaction SMILES: [CH3:1][CH2:2][CH2:3][CH2:4][O:5][C:6]([CH:8]=[CH2:9])=[O:7].[C:10]([O:15][CH2:16][CH:17]1[O:19][CH2:18]1)(=[O:14])[C:11]([CH3:13])=[CH2:12].C(S)CCCCCCCCCCC.C1(C)C=CC=CC=1>C1(C)C=CC=CC=1.C(O)C>[C:10]([O:15][CH2:16][CH:17]1[O:19][CH2:18]1)(=[O:14])[C:11]([CH3:13])=[CH2:12].[C:6]([O:5][CH2:4][CH2:3][CH2:2][CH3:1])(=[O:7])[CH:8]=[CH2:9] |f:4.5,6.7|. Procedure: 50 g of N-butyl acrylate (product of Nippon Shokubai Co., Ltd.), 50 g of glycidyl methacrylate (product of Mitsubishi Gas Chemical Company Inc.), 3 g of lauryl mercaptan (product of Wako Pure Chemical Industries Ltd.), and 100 g of toluene were placed in a 1 L-separable flask equipped with a stirrer, a condenser, a thermometer, and a nitrogen gas-introducing inlet, and mixed to give a monomer mixture solution. The obtained monomer mixture solution was bubbled with nitrogen gas for 20 minutes to ... Reactants: Cl, COc1cc2c(C3CCN(C)CC3)c[nH]c2cc1F, c1ccncc1. Yields the product CN1CCC(c2c[nH]c3cc(F)c(O)cc23)CC1. RXN SMILES: [ClH:20].[F:1][c:2]1[c:3]([O:18][CH3:19])[cH:4][c:5]2[c:6]([CH:11]3[CH2:12][CH2:13][N:14]([CH3:17])[CH2:15][CH2:16]3)[cH:7][nH:8][c:9]2[cH:10]1.[n:21]1[cH:22][cH:23][cH:24][cH:25][cH:26]1>>[F:1][c:2]1[c:3]([OH:18])[cH:4][c:5]2[c:6]([CH:11]3[CH2:12][CH2:13][N:14]([CH3:17])[CH2:15][CH2:16]3)[cH:7][nH:8][c:9]2[cH:10]1. The reactants are BrBr (bromine), O (water), FC(C=1C=C(C=CC1)O)(F)F (3-Trifluoromethylphenol), FC(C=1C=C(C=CC1)O)(F)F (3-Trifluoromethylphenol). Solvent: C(=S)=S (carbon disulfide), C(=S)=S (carbon disulfide). Reaction conditions: time 2 hour. The product is FC(C=1C=C(C=CC1Br)O)(F)F (3-trifluoromethyl-4-bromophenol). Yield: 59.2%. Reaction SMILES: [F:1][C:2]([F:11])([F:10])[C:3]1[CH:4]=[C:5]([OH:9])[CH:6]=[CH:7][CH:8]=1.[Br:12]Br.O>C(=S)=S>[F:1][C:2]([F:10])([F:11])[C:3]1[CH:4]=[C:5]([OH:9])[CH:6]=[CH:7][C:8]=1[Br:12]. Procedure details: 3-Trifluoromethylphenol (compound I) (5.0 g) was dissolved in carbon disulfide (3.0 ml) and then to the solution was added a solution of bromine (5.0 g) in carbon disulfide (2.0 ml) over a period of about 15 minutes at 25° C. or less, followed by allowing the reaction to proceed for 2 hours at 25° C. The resulting reaction mixture was added to water (10 ml) and then subjected to repeated extraction with methylene chloride. The methylene chloride layer was washed with aqueous sodium hydrogen-carb... The reactants are resultant mixture, FC1=C(C=CC(=C1)F)[N+](=O)[O-] (2,4-Difluoro-1-nitrobenzene), NC1CC(C1)C#N (3-aminocyclobutanecarbonitrile), CCN(C(C)C)C(C)C (DIPEA). Run in C(C)#N (acetonitrile). Yields the product FC=1C=CC(=C(C1)NC1CC(C1)C#N)[N+](=O)[O-] (3-(5-Fluoro-2-nitrophenylamino)cyclobutanecarbonitrile). The yield is 67.3%. RXN SMILES: F[C:2]1[CH:7]=[C:6]([F:8])[CH:5]=[CH:4][C:3]=1[N+:9]([O-:11])=[O:10].[NH2:12][CH:13]1[CH2:16][CH:15]([C:17]#[N:18])[CH2:14]1.CCN(C(C)C)C(C)C>C(#N)C>[F:8][C:6]1[CH:5]=[CH:4][C:3]([N+:9]([O-:11])=[O:10])=[C:2]([NH:12][CH:13]2[CH2:16][CH:15]([C:17]#[N:18])[CH2:14]2)[CH:7]=1. Procedure: 2,4-Difluoro-1-nitrobenzene (0.38 g, 2.4 mmol), 3-aminocyclobutanecarbonitrile (0.23 g, 2.4 mmol) and then DIPEA (0.425 mL, 2.4 mmol) were added to acetonitrile (10 mL) and the resultant mixture stirred at 20° C. for 16 hours under a nitrogen atmosphere. The mixture was concentrated in vacuo and the residue was purified by silica gel chromatography (Si—PPC; eluting with ethyl acetate in cyclohexane 0-50%) to give the title compound as a yellow solid (0.38 g, 68%). 1H NMR (CDCl3) δ: 8.23 (1H, dd,...